This data is from the Open Reaction Database (ORD), a public repository of structured organic reaction records. The task is: describe an organic reaction: reactants, conditions, products, and yield As a reaction SMILES: [CH:29]([OH:30])([CH3:31])[CH3:32].[N+:1]([O-:2])(=[O:3])[c:4]1[cH:5][n:6][c:7]2[cH:8][cH:9][cH:10][cH:11][c:12]2[c:13]1[NH:14][CH2:15][CH2:16][CH2:17][CH2:18][CH2:19][NH:20][C:21]([c:22]1[cH:23][cH:24][cH:25][cH:26][cH:27]1)=[O:28]>>[NH2:1][c:4]1[cH:5][n:6][c:7]2[cH:8][cH:9][cH:10][cH:11][c:12]2[c:13]1[NH:14][CH2:15][CH2:16][CH2:17][CH2:18][CH2:19][NH:20][C:21]([c:22]1[cH:23][cH:24][cH:25][cH:26][cH:27]1)=[O:28]. Reactants: CC(C)O, O=C(NCCCCCNc1c([N+](=O)[O-])cnc2ccccc12)c1ccccc1. Product: Nc1cnc2ccccc2c1NCCCCCNC(=O)c1ccccc1. Reactants: C(O)([O-])=O.[Na+] (sodium hydrogen carbonate), NC=1C(=C(COC=2C=CC=C3C=CC(=NC23)C)C(=CC1)Cl)Cl (8-(3-amino-2,6-dichlorobenzyloxy)-2-methylquinoline), COC(=O)CCC(=O)Cl (3-methoxycarbonylpropionyl chloride), COC(=O)CCC(=O)Cl (3-methoxycarbonylpropionyl chloride). The solvent is O (water), ClCCl (dichloromethane), C(C)N(CC)CC (triethylamine), C(C)N(CC)CC (triethylamine). Reaction conditions: time 9 hour. Yields the product ClC1=C(COC=2C=CC=C3C=CC(=NC23)C)C(=CC=C1NC(CCC(=O)OC)=O)Cl (8-[2,6-dichloro-3-(3-methoxycarbonylpropionylamino)benzyloxy]-2-methylquinoline). As a reaction SMILES: [NH2:1][C:2]1[C:3]([Cl:22])=[C:4]([C:18]([Cl:21])=[CH:19][CH:20]=1)[CH2:5][O:6][C:7]1[CH:8]=[CH:9][CH:10]=[C:11]2[C:16]=1[N:15]=[C:14]([CH3:17])[CH:13]=[CH:12]2.[CH3:23][O:24][C:25]([CH2:27][CH2:28][C:29](Cl)=[O:30])=[O:26].C(=O)([O-])O.[Na+]>O.C(N(CC)CC)C.ClCCl>[Cl:22][C:3]1[C:2]([NH:1][C:29](=[O:30])[CH2:28][CH2:27][C:25]([O:24][CH3:23])=[O:26])=[CH:20][CH:19]=[C:18]([Cl:21])[C:4]=1[CH2:5][O:6][C:7]1[CH:8]=[CH:9][CH:10]=[C:11]2[C:16]=1[N:15]=[C:14]([CH3:17])[CH:13]=[CH:12]2 |f:2.3|. Procedure: To a mixture of 8-(3-amino-2,6-dichlorobenzyloxy)-2-methylquinoline (1.67 g), triethylamine (0.9 ml) and anhydrous dichloromethane (84 ml) was added 3-methoxycarbonylpropionyl chloride (0.7 ml). After stirring at ambient temperature for 9 hours, triethylamine (1.8 ml) and 3-methoxycarbonylpropionyl chloride (1.4 ml) were added thereto and the mixture was stirred for additional 30 minutes. The reaction mixture was washedwith water and saturated aqueous solution of sodium hydrogen carbonate, dried... Reactants: COCCOCCOCCN1N=NC(=C1)C1=CC=CC=C1 (1-(2-(2-(2-methoxyethoxy)ethoxy)ethyl)-4-phenyl-1H-1,2,3-triazole), IC (iodomethane). The solvent is C(C)#N (acetonitrile). The product is [I-].COCCOCCOCCN1N=[N+](C(=C1)C1=CC=CC=C1)C (1-{2-[2-(2-methoxyethoxy)ethoxy]ethyl}-3-methyl-4-phenyl-1H-1,2,3-triazol-3-ium iodide). As a reaction SMILES: [CH3:1][O:2][CH2:3][CH2:4][O:5][CH2:6][CH2:7][O:8][CH2:9][CH2:10][N:11]1[CH:15]=[C:14]([C:16]2[CH:21]=[CH:20][CH:19]=[CH:18][CH:17]=2)[N:13]=[N:12]1.[I:22][CH3:23]>C(#N)C>[I-:22].[CH3:1][O:2][CH2:3][CH2:4][O:5][CH2:6][CH2:7][O:8][CH2:9][CH2:10][N:11]1[CH:15]=[C:14]([C:16]2[CH:17]=[CH:18][CH:19]=[CH:20][CH:21]=2)[N+:13]([CH3:23])=[N:12]1 |f:3.4|. Reported procedure: The 1-(2-(2-(2-methoxyethoxy)ethoxy)ethyl)-4-phenyl-1H-1,2,3-triazole was refluxed with excess iodomethane in acetonitrile for more than 12 hours and concentrated after cooling to room temperature. The product was rinsed with organic solvent, recrystallized with ethyl acetate and dried in vacua. The following 1-(2-(2-(2-methoxyethoxy)ethoxy)ethyl)-3-methyl-4-phenyl-1H-1,2,3-triazol-3-ium iodide structure was confirmed: Reactants: COC1=C(C(=C(C(=C1)OC)C(CCC1=CC(=C(C(=C1)OC)OCOC)OC)=O)OCC(=O)OC)CCC(C)C (1-(4,6-dimethoxy-2-methoxycarbonylmethoxy-3-isopentylphenyl)-3-(3,5-dimethoxy-4-methoxymethoxyphenyl)-1-propanone), Cl.CO (hydrochloric acid methanol). Solvent: CO (methanol). The product is COC1=C(C(=C(C(=C1)OC)C(CCC1=CC(=C(C(=C1)OC)O)OC)=O)OCC(=O)OC)CCC(C)C (1-(4,6-dimethoxy-2-methoxycarbonylmethoxy-3-isopentylphenyl)-3-(4-hydroxy-3,5-dimethoxyphenyl)-1-propanone). The yield is 73.8%. Reaction SMILES: [CH3:1][O:2][C:3]1[CH:8]=[C:7]([O:9][CH3:10])[C:6]([C:11](=[O:28])[CH2:12][CH2:13][C:14]2[CH:19]=[C:18]([O:20][CH3:21])[C:17]([O:22]COC)=[C:16]([O:26][CH3:27])[CH:15]=2)=[C:5]([O:29][CH2:30][C:31]([O:33][CH3:34])=[O:32])[C:4]=1[CH2:35][CH2:36][CH:37]([CH3:39])[CH3:38].Cl.CO>CO>[CH3:1][O:2][C:3]1[CH:8]=[C:7]([O:9][CH3:10])[C:6]([C:11](=[O:28])[CH2:12][CH2:13][C:14]2[CH:15]=[C:16]([O:26][CH3:27])[C:17]([OH:22])=[C:18]([O:20][CH3:21])[CH:19]=2)=[C:5]([O:29][CH2:30][C:31]([O:33][CH3:34])=[O:32])[C:4]=1[CH2:35][CH2:36][CH:37]([CH3:39])[CH3:38] |f:1.2|. Reported procedure: Then, 2.8 g of 1-(4,6-dimethoxy-2-methoxycarbonylmethoxy-3-isopentylphenyl)-3-(3,5-dimethoxy-4-methoxymethoxyphenyl)-1-propanone was dissolved in 4 ml of methanol, and 4 ml of hydrochloric acid/methanol was added to the solution and the mixture was heated and refluxed for 10 minutes. After the reaction, the solvent was removed from the reaction mixture by distillation, and the obtained solid was dissolved in a small amount of ethyl acetate and crystallized from diethyl ether/hexane to obtain 1.9... The reactants are C(C)(=O)O[C@@H]1CC23[C@H](C[C@H]4[C@@H]5CC[C@H]([C@@H](CCCC(C)C)C)[C@]5(CC[C@@H]4[C@]2(CC1)C)C)O3 (5,6α-epoxicholestan-3β-yl acetate), NCCC1=CNC=N1 (histamine), C(CCC)O (1-Butanol). The solvent is COC(C)(C)C (methyl-tertbutyl-ether). Yields the product C(C)(=O)O[C@@H]1C[C@@]2([C@@H](C[C@H]3[C@@H]4CC[C@H]([C@@H](CCCC(C)C)C)[C@]4(CC[C@@H]3[C@]2(CC1)C)C)NCCC=1N=CNC1)O (5α-Hydroxy-6β-[2-(1H-imidazol-4-yl)-ethylamino]-cholestan-3β-yl acetate). Yield: 61.1%. Reaction SMILES: [C:1]([O:4][C@H:5]1[CH2:29][CH2:28][C@@:27]2([CH3:30])[C:7]3([O:32][C@H:8]3[CH2:9][C@@H:10]3[C@@H:26]2[CH2:25][CH2:24][C@@:23]2([CH3:31])[C@H:11]3[CH2:12][CH2:13][C@@H:14]2[C@H:15]([CH3:22])[CH2:16][CH2:17][CH2:18][CH:19]([CH3:21])[CH3:20])[CH2:6]1)(=[O:3])[CH3:2].[NH2:33][CH2:34][CH2:35][C:36]1[N:40]=[CH:39][NH:38][CH:37]=1.C(O)CCC>COC(C)(C)C>[C:1]([O:4][C@H:5]1[CH2:29][CH2:28][C@@:27]2([CH3:30])[C@@:7]([OH:32])([C@H:8]([NH:33][CH2:34][CH2:35][C:36]3[N:40]=[CH:39][NH:38][CH:37]=3)[CH2:9][C@@H:10]3[C@@H:26]2[CH2:25][CH2:24][C@@:23]2([CH3:31])[C@H:11]3[CH2:12][CH2:13][C@@H:14]2[C@H:15]([CH3:22])[CH2:16][CH2:17][CH2:18][CH:19]([CH3:20])[CH3:21])[CH2:6]1)(=[O:3])[CH3:2]. Procedure details: 5,6α-epoxicholestan-3β-yl acetate (9.8 g, 22.1 mmol, 1 eq) and histamine (4.9 g, 44.1 mmol, 2 eq) were charged in a round-bottomed flask equipped with a magnetic stirrer bar. 1-Butanol (70 ml, 5 vol) was added and the mixture heated to reflux for 40 h. The reaction mixture was cooled at r.t., diluted with methyl-tertbutyl-ether (5 vol) and washed with water (5 vol) and with brine (5 vol). The organic layer was passed through a silica pad (40 g) eluted with methyl-tertbutyl-ether (3 vol) then 10%... Reactants: O=C1c2ccccc2C(=O)N1CCCCBr, CN(C)C=O, [H-], [Na+], c1nc[nH]n1. Yields the product O=C1c2ccccc2C(=O)N1CCCCn1cncn1. RXN SMILES: [Br:8][CH2:9][CH2:10][CH2:11][CH2:12][N:13]1[C:14](=[O:23])[c:15]2[c:16]([cH:19][cH:20][cH:21][cH:22]2)[C:17]1=[O:18].[CH3:24][N:25]([CH3:26])[CH:27]=[O:28].[H-:6].[Na+:7].[nH:1]1[n:2][cH:3][n:4][cH:5]1>>[n:1]1([CH2:9][CH2:10][CH2:11][CH2:12][N:13]2[C:14](=[O:23])[c:15]3[c:16]([cH:19][cH:20][cH:21][cH:22]3)[C:17]2=[O:18])[n:2][cH:3][n:4][cH:5]1.